describe an organic reaction: reactants, conditions, products, and yield From a dataset of the Open Reaction Database (ORD), a public repository of structured organic reaction records. The reactants are [Na+], [OH-], O, O=[N+]([O-])O, COC(=O)c1cnc(S)n1C1CC2CCCCC2c2ccccc21. The product is COC(=O)c1cncn1C1CC2CCCCC2c2ccccc21. Reaction SMILES: [Na+:30].[OH-:29].[OH2:31].[OH:25][N+:26](=[O:27])[O-:28].[SH:1][c:2]1[n:3]([CH:11]2[c:12]3[cH:13][cH:14][cH:15][cH:16][c:17]3[CH:18]3[CH2:19][CH2:20][CH2:21][CH2:22][CH:23]3[CH2:24]2)[c:4]([C:7](=[O:8])[O:9][CH3:10])[cH:5][n:6]1>>[cH:2]1[n:3]([CH:11]2[c:12]3[cH:13][cH:14][cH:15][cH:16][c:17]3[CH:18]3[CH2:19][CH2:20][CH2:21][CH2:22][CH:23]3[CH2:24]2)[c:4]([C:7](=[O:8])[O:9][CH3:10])[cH:5][n:6]1. Reactants: ClC=1C=C(C=2N(C1)C=CN2)NC2=NC=C(C=C2)N2CCN(CC2)C2COC2 (6-Chloro-N-(5-(4-(oxetan-3-yl)piperazin-1-yl)pyridin-2-yl)imidazo[1,2-a]pyridine-8-amine), C(C)(=O)OCC1=C(C=C(C=C1B1OC(C(O1)(C)C)(C)C)F)N1C(C=2N(C=3CCCCC3C2)CC1)=O (4-Fluoro-2-(1-oxo-3,4,6,7,8,9-hexahydropyrazino[1,2-a]indol-2(1H)-yl)-6-(4,4,5,5-tetramethyl-1,3,2-dioxaborolan-2-yl)benzyl acetate), C1(CCCCC1)P(C1CCCCC1)C1CCCCC1 (tricyclohexylphosphine), C(=O)([O-])[O-].[Cs+].[Cs+] (Cs2CO3). Reagents/catalysts: C=1C=CC(=CC1)/C=C/C(=O)/C=C/C2=CC=CC=C2.C=1C=CC(=CC1)/C=C/C(=O)/C=C/C2=CC=CC=C2.C=1C=CC(=CC1)/C=C/C(=O)/C=C/C2=CC=CC=C2.[Pd].[Pd] (Pd2(dba)3). The solvent is O1CCOCC1.O (dioxane H2O). Run at temperature 140 celsius. The product is FC=1C=C(C(=C(C1)N1C(C=2N(C=3CCCCC3C2)CC1)=O)CO)C=1C=C(C=2N(C1)C=CN2)NC2=NC=C(C=C2)N2CCN(CC2)C2COC2 (2-(5-Fluoro-2-(hydroxymethyl)-3-(8-(5-(4-(oxetan-3-yl)piperazine-1-yl)pyridine-2-ylamino)imidazo[1,2-a]pyridin-6-yl)phenyl)-3,4,6,7,8,9-hexahydro-pyrazino[1,2-a]indol-1(2H)-one). Isolated yield 11.6%. RXN SMILES: Cl[C:2]1[CH:3]=[C:4]([NH:11][C:12]2[CH:17]=[CH:16][C:15]([N:18]3[CH2:23][CH2:22][N:21]([CH:24]4[CH2:27][O:26][CH2:25]4)[CH2:20][CH2:19]3)=[CH:14][N:13]=2)[C:5]2[N:6]([CH:8]=[CH:9][N:10]=2)[CH:7]=1.C([O:31][CH2:32][C:33]1[C:38](B2OC(C)(C)C(C)(C)O2)=[CH:37][C:36]([F:48])=[CH:35][C:34]=1[N:49]1[CH2:61][CH2:60][N:52]2[C:53]3[CH2:54][CH2:55][CH2:56][CH2:57][C:58]=3[CH:59]=[C:51]2[C:50]1=[O:62])(=O)C.C1(P(C2CCCCC2)C2CCCCC2)CCCCC1.C([O-])([O-])=O.[Cs+].[Cs+]>O1CCOCC1.O.C1C=CC(/C=C/C(/C=C/C2C=CC=CC=2)=O)=CC=1.C1C=CC(/C=C/C(/C=C/C2C=CC=CC=2)=O)=CC=1.C1C=CC(/C=C/C(/C=C/C2C=CC=CC=2)=O)=CC=1.[Pd].[Pd]>[F:48][C:36]1[CH:37]=[C:38]([C:2]2[CH:3]=[C:4]([NH:11][C:12]3[CH:17]=[CH:16][C:15]([N:18]4[CH2:23][CH2:22][N:21]([CH:24]5[CH2:27][O:26][CH2:25]5)[CH2:20][CH2:19]4)=[CH:14][N:13]=3)[C:5]3[N:6]([CH:8]=[CH:9][N:10]=3)[CH:7]=2)[C:33]([CH2:32][OH:31])=[C:34]([N:49]2[CH2:61][CH2:60][N:52]3[C:53]4[CH2:54][CH2:55][CH2:56][CH2:57][C:58]=4[CH:59]=[C:51]3[C:50]2=[O:62])[CH:35]=1 |f:3.4.5,6.7,8.9.10.11.12|. Procedure: To a solution of 102c (180 mg, 0.468 mol) in dioxane/H2O (12 mL/1 mL) was added 2-(5-fluoro-2-(hydroxymethyl)-3-(4,4,5,5-tetramethyl-1,3,2-dioxaborolan-2-yl)phenyl)-3,4,6,7,8,9-hexahydropyrazino[1,2-a]indol-1(2H)-one 101l (225 mg, 0.468 mmol), Pd2(dba)3 (43 mg, 0.0468 mmol), tricyclohexylphosphine (131 mg, 0.468 mmol), and Cs2CO3 (305 mg, 0.935 mmol). This mixture was heated in microwave at 140° C. for 1 h. Then, the solid was filtered and the filtrate was concentrated to give a yellow solid, wh...